From a dataset of the Open Reaction Database (ORD), a public repository of structured organic reaction records. describe an organic reaction: reactants, conditions, products, and yield Starting materials: ClC1=C(C(=CC=C1)OC)C(C(=O)N)OC=O (2-(2-Chloro-6-methoxyphenyl)-2-formoxyacetamide), C([O-])(O)=O.[Na+] (sodium bicarbonate). Solvent: C(C)(=O)OCC (ethyl acetate). Product: ClC1=C(C(=CC=C1)OC)C(C(=O)N)O (2-(2-chloro-6-methoxyphenyl)-2-hydroxyacetamide). RXN SMILES: [Cl:1][C:2]1[CH:7]=[CH:6][CH:5]=[C:4]([O:8][CH3:9])[C:3]=1[CH:10]([O:14]C=O)[C:11]([NH2:13])=[O:12].C(=O)(O)[O-].[Na+]>C(OCC)(=O)C>[Cl:1][C:2]1[CH:7]=[CH:6][CH:5]=[C:4]([O:8][CH3:9])[C:3]=1[CH:10]([OH:14])[C:11]([NH2:13])=[O:12] |f:1.2|. Procedure details: 2-(2-Chloro-6-methoxyphenyl)-2-formoxyacetamide (10 g.) was dissolved in 50 ml. of ethyl acetate by brief warming. The resulting solution was equilibrated with 30 ml. of saturated sodium bicarbonate by stirring for 30 minutes. The ethyl acetate layer was separated, dried over anhydrous magnesium sulfate, treated with activated carbon, filtered through a bed of diatomaceous earth and concentrated in vacuo to a foam. Trituration with hexane gave 2-(2-chloro-6-methoxyphenyl)-2-hydroxyacetamide [6.7... Starting materials: C(C#C)[Mg]Br (propargyl-magnesium bromide), C(CCCC)(=O)OCC (ethyl valerate). Run in CCOCC (ether), CCOCC (ether), CCOCC (ether). Reported procedure: To a stirred solution of 0.50 moles of propargyl-magnesium bromide in 340 ml. of ether at -78° C. is added a solution of 65.2 g. (0.50 moles) of ethyl valerate in 100 ml. of ether during 60 minutes. The solution is stirred at -78° C. for 30 minutes and then hydrolyzed by pouring onto a mixture of ice and ether. The ether layer is washed with brine, treated with hydroquinone, dried over magnesium sulfate, and concentrated. Reaction conditions: temperature -78 celsius, time 30 minute. Reaction SMILES: [CH2:1]([Mg]Br)[C:2]#[CH:3].[C:6](OCC)(=[O:11])[CH2:7][CH2:8][CH2:9][CH3:10]>CCOCC>[CH2:3]=[C:2]=[CH:1][C:6](=[O:11])[CH2:7][CH2:8][CH2:9][CH3:10]. The product is C=C=CC(CCCC)=O (1,2-Octadien-4-one). Starting materials: BrC=1C=CC2=C(C=CC3=C(NC2)C=CC(=C3)Cl)C1 (9-Bromo-2-chloro-5,6-dihydro-dibenzo[b,f]azocine), N1=CC=CC=C1 (pyridine), CS(=O)(=O)Cl (methanesulfonyl chloride). Solvent: ClC(C)Cl (dichloroethane). Run at time 2 hour. Yields the product BrC=1C=CC2=C(C=CC3=C(N(C2)S(=O)(=O)C)C=CC(=C3)Cl)C1 (9-bromo-2-chloro-5,6-dihydro-5-(methylsulfonyl)-dibenz[b,f]azocine). Isolated yield 44.6%. RXN SMILES: [Br:1][C:2]1[CH:3]=[CH:4][C:5]2[CH2:12][NH:11][C:10]3[CH:13]=[CH:14][C:15]([Cl:17])=[CH:16][C:9]=3[CH:8]=[CH:7][C:6]=2[CH:18]=1.N1C=CC=CC=1.[CH3:25][S:26](Cl)(=[O:28])=[O:27]>ClC(Cl)C>[Br:1][C:2]1[CH:3]=[CH:4][C:5]2[CH2:12][N:11]([S:26]([CH3:25])(=[O:28])=[O:27])[C:10]3[CH:13]=[CH:14][C:15]([Cl:17])=[CH:16][C:9]=3[CH:8]=[CH:7][C:6]=2[CH:18]=1. Procedure details: A solution of 9-Bromo-2-chloro-5,6-dihydro-dibenzo[b,f]azocine (30 mg, 0.09 mmol) (prepared in a manner analogous to that described for Example 1F) in dichloroethane was treated with pyridine (0.02 mL, 0.27 mmol) and methanesulfonyl chloride (0.009 mL, 0.12 mmol). The reaction mixture was stirred at room temperature for two hours then concentrated, diluted with MeOH and filtered. The crude product was purified by preparative reversed-phase HPLC to afford Example 330A (16 mg). HPLC Rt=3.66 min. m... The reactants are C(C)C(C(C(=O)O)O)CC (3-Ethyl-2-hydroxyvaleric Acid), COC1=CC=C(CCl)C=C1 (4-methoxybenzyl chloride), C(=O)([O-])[O-].[K+].[K+] (K2CO3). Solvent: CN(C)C=O (DMF). The product is C(C)C(C(C(=O)OCC1=CC=C(C=C1)OC)O)CC (3-Ethyl-2-hydroxyvaleric Acid, 4-methoxybenzyl Ester). The yield is 96.2%. Reaction SMILES: [CH2:1]([CH:3]([CH2:9][CH3:10])[CH:4]([OH:8])[C:5]([OH:7])=[O:6])[CH3:2].[CH3:11][O:12][C:13]1[CH:20]=[CH:19][C:16]([CH2:17]Cl)=[CH:15][CH:14]=1.C([O-])([O-])=O.[K+].[K+]>CN(C=O)C>[CH2:1]([CH:3]([CH2:9][CH3:10])[CH:4]([OH:8])[C:5]([O:7][CH2:17][C:16]1[CH:19]=[CH:20][C:13]([O:12][CH3:11])=[CH:14][CH:15]=1)=[O:6])[CH3:2] |f:2.3.4|. Procedure: To 1.2 g (8.2 mmol) of 3-ethyl-2-hydroxyvaleric acid (step A) in 15 mL of dry DMF, 1.4 mL (9.6 mmol) of 4-methoxybenzyl chloride and 1.3 g (9.4 mmol) of K2CO3 were added. After stirring the reaction overnight, it was partitioned between Et2O and water. The aqueous layer was extracted with Et2O. The combined organic layer was washed with water, brine, dried and concentrated. The residue was purified on a flash column using a gradient of 10-30% EtOAc in hexane to obtain 2.1 g of the desired produc... Starting materials: O1CCCC1 (tetrahydrofuran), CC1=C(C(=O)Cl)C=CC=C1 (2-methylbenzoyl chloride), O1CCCC1 (tetrahydrofuran), FC(OC1=CC=C(OCCN)C=C1)(F)F (2-(4-trifluoromethoxyphenoxy)ethylamine). Run in C(C)N(CC)CC (triethylamine). Run at time 1 hour. Yields the product FC(OC1=CC=C(OCCNC(C2=C(C=CC=C2)C)=O)C=C1)(F)F (N-[2-(4-trifluoromethoxyphenoxy)ethyl]-2-methylbenzamide). RXN SMILES: O1CCCC1.[CH3:6][C:7]1[CH:15]=[CH:14][CH:13]=[CH:12][C:8]=1[C:9](Cl)=[O:10].[F:16][C:17]([F:30])([F:29])[O:18][C:19]1[CH:28]=[CH:27][C:22]([O:23][CH2:24][CH2:25][NH2:26])=[CH:21][CH:20]=1>C(N(CC)CC)C>[F:16][C:17]([F:29])([F:30])[O:18][C:19]1[CH:28]=[CH:27][C:22]([O:23][CH2:24][CH2:25][NH:26][C:9](=[O:10])[C:8]2[CH:12]=[CH:13][CH:14]=[CH:15][C:7]=2[CH3:6])=[CH:21][CH:20]=1. Reported procedure: A tetrahydrofuran (5 ml) solution of 2-methylbenzoyl chloride (0.77 g) was added dropwise under ice-cooling and stirring to a tetrahydrofuran (20 ml) solution of 2-(4-trifluoromethoxyphenoxy)ethylamine (1.10 g) and triethylamine (0.51 g) and the mixture was further stirred at room temperature for one hour. Starting materials: Cl.NO (Hydroxylamine hydrochloride), C(=O)([O-])[O-].[Na+].[Na+] (Na2CO3), C(#N)[C@H]1N(CCC1)C(=O)OCC1=CC=CC=C1 (Benzyl (S)-2-cyanopyrrolidine-1-carboxylate). The solvent is O (water), C(C)O (ethanol). Reaction conditions: temperature 100 celsius. Product: ONC(=N)[C@H]1N(CCC1)C(=O)OCC1=CC=CC=C1 (benzyl (S)-2-(N-hydroxycarbamimidoyl)pyrrolidine-1-carboxylate). Yield: 74.9%. Reaction SMILES: [C:1]([C@@H:3]1[CH2:7][CH2:6][CH2:5][N:4]1[C:8]([O:10][CH2:11][C:12]1[CH:17]=[CH:16][CH:15]=[CH:14][CH:13]=1)=[O:9])#[N:2].Cl.[NH2:19][OH:20].C([O-])([O-])=O.[Na+].[Na+]>C(O)C.O>[OH:20][NH:19][C:1]([C@@H:3]1[CH2:7][CH2:6][CH2:5][N:4]1[C:8]([O:10][CH2:11][C:12]1[CH:17]=[CH:16][CH:15]=[CH:14][CH:13]=1)=[O:9])=[NH:2] |f:1.2,3.4.5|. Procedure details: Part A. Benzyl (S)-2-cyanopyrrolidine-1-carboxylate (500 mg, 2.17 mmol) was dissolved in aqueous ethanol (3 mL) and water (1 mL). Hydroxylamine hydrochloride (152 mg, 2.17 mmol) and Na2CO3 (115 mg, 1.08 mmol) were added and the reaction mixture heated to 100° C. for 1 h. The ethanol was removed and the aqueous residue was extracted with dichloromethane (3×25 mL), dried over Na2SO4 decanted and concentrated yielding benzyl (S)-2-(N-hydroxycarbamimidoyl)pyrrolidine-1-carboxylate as a pale yellow g... Starting materials: [H-].[Na+] (NaH), C(C)(C)C1=CC=C(C=C1)C1=NC2=C(N1CCOC)C(=CC=C2C=2C=C(C=CC2)O)OC (3-[2-(4-isopropyl-phenyl)-7-methoxy-1-(2-methoxy-ethyl)-1H-benzoimidazol-4-yl]-phenol), 2-(bromoethyl)-methyl ether. The solvent is CN(C)C=O (DMF). Run at time 1 hour. Product: C(C)(C)C1=CC=C(C=C1)C1=NC2=C(N1CCOC)C(=CC=C2C2=CC(=CC=C2)OCCOC)OC (2-(4-Isopropyl-phenyl)-7-methoxy-4-[3-(2-methoxy-ethoxy)-phenyl]-1-(2-methoxy-ethyl)-1H-benzoimidazole). The yield is 170.5%. As a reaction SMILES: [H-].[Na+].[CH:3]([C:6]1[CH:11]=[CH:10][C:9]([C:12]2[N:16]([CH2:17][CH2:18][O:19][CH3:20])[C:15]3[C:21]([O:32][CH3:33])=[CH:22][CH:23]=[C:24]([C:25]4[CH:26]=[C:27]([OH:31])[CH:28]=[CH:29][CH:30]=4)[C:14]=3[N:13]=2)=[CH:8][CH:7]=1)([CH3:5])[CH3:4]>CN(C=O)C>[CH:3]([C:6]1[CH:7]=[CH:8][C:9]([C:12]2[N:16]([CH2:17][CH2:18][O:19][CH3:20])[C:15]3[C:21]([O:32][CH3:33])=[CH:22][CH:23]=[C:24]([C:25]4[CH:30]=[CH:29][CH:28]=[C:27]([O:31][CH2:17][CH2:18][O:19][CH3:20])[CH:26]=4)[C:14]=3[N:13]=2)=[CH:10][CH:11]=1)([CH3:5])[CH3:4] |f:0.1|. Reported procedure: 5 mg (0.2 mmol) NaH is added to a solution of 70 mg (0.173 mmol) 3-[2-(4-isopropyl-phenyl)-7-methoxy-1-(2-methoxy-ethyl)-1H-benzoimidazol-4-yl]-phenol in 2 ml DMF. This mixture is stirred at room temperature for 1 h. After that 28 mg (0.207 mmol) 2-(bromoethyl)-methyl ether is added and stirring is continued for another 3 h. The reaction mixture is poured on water and extracted (3×) with ethyl acetate. The combined organic layers are washed with water (2×) and brine, dried over MgSO4, filtered a... Reactants: CCOC(=O)C(F)=C(C)c1cc2c(cc1OC)OC(C)(C)C=C2CC, CC(C)C[Al+]CC(C)C, C1CCOC1, [H-]. Yields the product CCC1=CC(C)(C)Oc2cc(OC)c(C(C)=C(F)CO)cc21. Reaction SMILES: [CH2:1]([CH3:2])[C:3]1=[CH:4][C:5]([CH3:24])([CH3:25])[O:6][c:7]2[cH:8][c:9]([O:22][CH3:23])[c:10]([C:13](=[C:14]([C:15](=[O:16])[O:17][CH2:18][CH3:19])[F:20])[CH3:21])[cH:11][c:12]21.[CH2:27]([Al+:28][CH2:29][CH:30]([CH3:31])[CH3:32])[CH:33]([CH3:34])[CH3:35].[CH2:36]1[O:37][CH2:38][CH2:39][CH2:40]1.[H-:26]>>[CH2:1]([CH3:2])[C:3]1=[CH:4][C:5]([CH3:24])([CH3:25])[O:6][c:7]2[cH:8][c:9]([O:22][CH3:23])[c:10]([C:13](=[C:14]([CH2:15][OH:16])[F:20])[CH3:21])[cH:11][c:12]21. Starting materials: NC1=C2N=C(N(C2=NC(=N1)OCCCC)CCCC1N(CCCC1)C(=O)OCC1=CC=CC=C1)OC (Phenylmethyl 2-{3-[6-amino-2-(butyloxy)-8-(methyloxy)-9H-purin-9-yl]propyl}-1-piperidinecarboxylate), FC(C(=O)O)(F)F.C(CCC)NC1=NC(=C2N=C(NC2=N1)OC)N (N2-butyl-8-methoxy-9H-purine-2,6-diamine trifluoroacetic acid salt), BrCCCCC1CCN(CC1)C(=O)OCC1=CC=CC=C1 (phenylmethyl 4-(4-bromobutyl)-1-piperidinecarboxylate). Yields the product NC1=C2N=C(N(C2=NC(=N1)NCCCC)CCCCC1CCN(CC1)C(=O)OCC1=CC=CC=C1)OC (Phenylmethyl 4-{4-[6-amino-2-(butylamino)-8-(methyloxy)-9H-purin-9-yl]butyl}-1-piperidinecarboxylate). RXN SMILES: NC1N=C(OCCCC)N=C2C=1N=C(OC)N2CCCC1CCCCN1C(OCC1C=CC=CC=1)=O.FC(F)(F)C(O)=O.[CH2:44]([NH:48][C:49]1[N:57]=[C:56]2[C:52]([N:53]=[C:54]([O:58][CH3:59])[NH:55]2)=[C:51]([NH2:60])[N:50]=1)[CH2:45][CH2:46][CH3:47].Br[CH2:62][CH2:63][CH2:64][CH2:65][CH:66]1[CH2:71][CH2:70][N:69]([C:72]([O:74][CH2:75][C:76]2[CH:81]=[CH:80][CH:79]=[CH:78][CH:77]=2)=[O:73])[CH2:68][CH2:67]1>>[NH2:60][C:51]1[N:50]=[C:49]([NH:48][CH2:44][CH2:45][CH2:46][CH3:47])[N:57]=[C:56]2[C:52]=1[N:53]=[C:54]([O:58][CH3:59])[N:55]2[CH2:62][CH2:63][CH2:64][CH2:65][CH:66]1[CH2:67][CH2:68][N:69]([C:72]([O:74][CH2:75][C:76]2[CH:77]=[CH:78][CH:79]=[CH:80][CH:81]=2)=[O:73])[CH2:70][CH2:71]1 |f:1.2|. Reported procedure: Prepared similarly to Intermediate 31 from N2-butyl-8-methoxy-9H-purine-2,6-diamine trifluoroacetic acid salt and phenylmethyl 4-(4-bromobutyl)-1-piperidinecarboxylate. LCMS (System B): tRET=2.64 min; MH+ 510 Starting materials: [H][H], O=C(O)CN(CC(=O)O)CC(c1ccc([N+](=O)[O-])cc1)N(CC(=O)O)CC(=O)O, [Na+], [OH-]. Yields the product Nc1ccc(C(CN(CC(=O)O)CC(=O)O)N(CC(=O)O)CC(=O)O)cc1. As a reaction SMILES: [H:30][H:31].[N+:1]([O-:2])(=[O:3])[c:4]1[cH:5][cH:6][c:7]([CH:10]([CH2:11][N:12]([CH2:13][C:14](=[O:15])[OH:16])[CH2:17][C:18](=[O:19])[OH:20])[N:21]([CH2:22][C:23](=[O:24])[OH:25])[CH2:26][C:27](=[O:28])[OH:29])[cH:8][cH:9]1.[Na+:33].[OH-:32]>>[NH2:1][c:4]1[cH:5][cH:6][c:7]([CH:10]([CH2:11][N:12]([CH2:13][C:14](=[O:15])[OH:16])[CH2:17][C:18](=[O:19])[OH:20])[N:21]([CH2:22][C:23](=[O:24])[OH:25])[CH2:26][C:27](=[O:28])[OH:29])[cH:8][cH:9]1.